describe an organic reaction: reactants, conditions, products, and yield From a dataset of the Open Reaction Database (ORD), a public repository of structured organic reaction records. Reactants: ClC(=O)[C@]12[C@@H]([C@H]3CC[C@@H]4[C@]5(CC[C@@H](C([C@@H]5CC[C@]4([C@@]3(CC1)C)C)(C)C)C1=CC=C(C(=O)OC)C=C1)C)[C@@H](CC2)C(C)C (methyl 4-((1S,3aS,5aR,5bR,7aS,9S,11aS,11bR,13aR,13bR)-3a-(chlorocarbonyl)-1-isopropyl-5a,5b,8,8,11a-pentamethylicosahydro-1H-cyclopenta[a]chrysen-9-yl)benzoate), NCCC1=NC=CC=C1 (2-(2-Aminoethyl)pyridine). Reagents/catalysts: CN(C)C=1C=CN=CC1 (DMAP). Solvent: ClCCCl (DCE), O (water). Reaction conditions: time 2.5 hour. The product is C(C)(C)[C@@H]1CC[C@]2([C@H]1[C@H]1CC[C@@H]3[C@]4(CC[C@@H](C([C@@H]4CC[C@]3([C@@]1(CC2)C)C)(C)C)C2=CC=C(C(=O)OC)C=C2)C)C(NCCC2=NC=CC=C2)=O (methyl 4-((1S,3aS,5aR,5bR,7aS,9S,11aS,11bR,13aR,13bR)-1-isopropyl-5a,5b,8,8,11a-pentamethyl-3a-(2-(pyridin-2-yl)ethylcarbamoyl)icosahydro-1H-cyclopenta[a]chrysen-9-yl)benzoate). The yield is 70.0%. RXN SMILES: Cl[C:2]([C@:4]12[CH2:39][CH2:38][C@@H:37]([CH:40]([CH3:42])[CH3:41])[C@@H:5]1[C@@H:6]1[C@@:19]([CH3:22])([CH2:20][CH2:21]2)[C@@:18]2([CH3:23])[C@@H:9]([C@:10]3([CH3:36])[C@@H:15]([CH2:16][CH2:17]2)[C:14]([CH3:25])([CH3:24])[C@@H:13]([C:26]2[CH:35]=[CH:34][C:29]([C:30]([O:32][CH3:33])=[O:31])=[CH:28][CH:27]=2)[CH2:12][CH2:11]3)[CH2:8][CH2:7]1)=[O:3].[NH2:43][CH2:44][CH2:45][C:46]1[CH:51]=[CH:50][CH:49]=[CH:48][N:47]=1>ClCCCl.CN(C1C=CN=CC=1)C.O>[CH:40]([C@H:37]1[C@@H:5]2[C@@H:6]3[C@@:19]([CH3:22])([CH2:20][CH2:21][C@@:4]2([C:2](=[O:3])[NH:43][CH2:44][CH2:45][C:46]2[CH:51]=[CH:50][CH:49]=[CH:48][N:47]=2)[CH2:39][CH2:38]1)[C@@:18]1([CH3:23])[C@@H:9]([C@:10]2([CH3:36])[C@@H:15]([CH2:16][CH2:17]1)[C:14]([CH3:25])([CH3:24])[C@@H:13]([C:26]1[CH:35]=[CH:34][C:29]([C:30]([O:32][CH3:33])=[O:31])=[CH:28][CH:27]=1)[CH2:12][CH2:11]2)[CH2:8][CH2:7]3)([CH3:42])[CH3:41]. Procedure: To a flask containing methyl 4-((1S,3aS,5aR,5bR,7aS,9S,11aS,11bR,13aR,13bR)-3a-(chlorocarbonyl)-1-isopropyl-5a,5b,8,8,11a-pentamethylicosahydro-1H-cyclopenta[a]chrysen-9-yl)benzoate (77 mg, 0.13 mmol) in DCE (2 mL) was added Hunig'sBase (0.068 mL, 0.390 mmol), DMAP (1 mg, 8.19 μmol), and 2-(2-Aminoethyl)pyridine (0.031 mL, 0.260 mmol). The mixture was stirred for 2.5 hours at rt. The reaction was diluted with 5 mL of water and was extracted with dichloromethane (3×5 mL). The combined organic lay... Starting materials: [Cu], O=Cc1ccccc1F, [K+], [K+], CC(C)(C)OC(=O)N1CCNCC1, O=C([O-])[O-], CN(C)C=O. Yields the product CC(C)(C)OC(=O)N1CCN(c2ccccc2C=O)CC1. As a reaction SMILES: [Cu:34].[F:1][c:2]1[c:3]([CH:4]=[O:5])[cH:6][cH:7][cH:8][cH:9]1.[K+:23].[K+:24].[N:10]1([C:16](=[O:17])[O:18][C:19]([CH3:20])([CH3:21])[CH3:22])[CH2:11][CH2:12][NH:13][CH2:14][CH2:15]1.[O-:25][C:26]([O-:27])=[O:28].[O:29]=[CH:30][N:31]([CH3:32])[CH3:33]>>[c:2]1([N:13]2[CH2:12][CH2:11][N:10]([C:16](=[O:17])[O:18][C:19]([CH3:20])([CH3:21])[CH3:22])[CH2:15][CH2:14]2)[c:3]([CH:4]=[O:5])[cH:6][cH:7][cH:8][cH:9]1. Product: BrC1=C(C=CC2=C1N(C(=N2)[C@H](C)N)C)F ((S)-1-(7-Bromo-6-fluoro-1-methyl-1H-benzoimidazol-2-yl)ethylamine). Procedure: TFA (40 mL) was added to a solution of [(S)-1-(7-bromo-6-fluoro-1-methyl-1H-benzoimidazol-2-yl)ethyl]carbamic acid tert-butyl ester (3.02 g, 8.11 mmol) in DCM (20 mL) and stirred for 15 minutes. The reaction mixture was concentrated in vacuo and the residue partitioned between DCM and saturated aqueous NaHCO3. The combined DCM extracts were dried (Na2SO4) and concentrated in vacuo to give the title compound as a white solid (2.04 g, 92%). LCMS (Method C): RT 1.83 min [M+H]+ 271.9, 273.9 Reaction SMILES: C(O)(C(F)(F)F)=O.C(OC(=O)[NH:14][C@H:15]([C:17]1[N:21]([CH3:22])[C:20]2[C:23]([Br:28])=[C:24]([F:27])[CH:25]=[CH:26][C:19]=2[N:18]=1)[CH3:16])(C)(C)C>C(Cl)Cl>[Br:28][C:23]1[C:20]2[N:21]([CH3:22])[C:17]([C@@H:15]([NH2:14])[CH3:16])=[N:18][C:19]=2[CH:26]=[CH:25][C:24]=1[F:27]. Yield: 92.4%. Run at time 15 minute. The reactants are C(=O)(C(F)(F)F)O (TFA), C(C)(C)(C)OC(N[C@@H](C)C1=NC2=C(N1C)C(=C(C=C2)F)Br)=O ([(S)-1-(7-bromo-6-fluoro-1-methyl-1H-benzoimidazol-2-yl)ethyl]carbamic acid tert-butyl ester). Run in C(Cl)Cl (DCM). The reactants are CCOC(=O)C(OCC)[P+](c1ccccc1)(c1ccccc1)c1ccccc1, O=Cc1ccc(OCc2ccccc2)cc1, CN=C(NC)N(C)C, [Cl-], ClCCl. Product: O=P(c1ccccc1)(c1ccccc1)c1ccccc1. RXN SMILES: [CH2:2]([O:3][CH:4]([C:5]([O:6][CH2:7][CH3:8])=[O:9])[P+:11]([c:12]1[cH:13][cH:14][cH:15][cH:16][cH:17]1)([c:18]1[cH:19][cH:20][cH:21][cH:22][cH:23]1)[c:24]1[cH:25][cH:26][cH:27][cH:28][cH:29]1)[CH3:10].[CH2:30]([O:37][c:31]1[cH:32][cH:33][c:34]([CH:35]=[O:36])[cH:38][cH:39]1)[c:40]1[cH:41][cH:42][cH:43][cH:44][cH:45]1.[CH3:46][NH:47][C:48](=[N:49][CH3:50])[N:51]([CH3:52])[CH3:53].[Cl-:1].[Cl:54][CH2:55][Cl:56]>>[P:11]([c:12]1[cH:13][cH:14][cH:15][cH:16][cH:17]1)([c:18]1[cH:19][cH:20][cH:21][cH:22][cH:23]1)([c:24]1[cH:25][cH:26][cH:27][cH:28][cH:29]1)=[O:37]. Starting materials: ClC1=NN2C(C(=CC=C2)C2=C(C=CC=C2)OC)=N1 (2-chloro-8-(2-methoxy-phenyl)-[1,2,4]triazolo[1,5-a]pyridine), C(C)(C)(C)OC(=O)N1CCC2=C(CC1)C=CC(=C2)N (7-amino-1,2,4,5-tetrahydro-3-benzazepine-3-carboxylic acid tert-butyl ester), C1(CCCCC1)P(C1(C(=CC=CC1)C1=CC=CC=C1)P(C1CCCCC1)C1CCCCC1)C1CCCCC1 (2,2-bis-dicyclohexylphosphanyl-biphenyl), C([O-])([O-])=O.[Cs+].[Cs+] (cesium carbonate). The reagents and catalysts are C(C)(=O)[O-].[Pd+2].C(C)(=O)[O-] (palladium acetate). Solvent: O1CCOCC1 (1,4-dioxane). Run at temperature 100 celsius. Yields the product C(C)(C)(C)OC(=O)N1CCC2=C(CC1)C=CC=C2 (1,2,4,5-tetrahydro-3-benzazepine-3-carboxylic acid tert-butyl ester). Isolated yield 141.9%. RXN SMILES: ClC1N=C2C(C3C=CC=CC=3OC)=CC=CN2N=1.[C:19]([O:23][C:24]([N:26]1[CH2:32][CH2:31][C:30]2[CH:33]=[CH:34][C:35](N)=[CH:36][C:29]=2[CH2:28][CH2:27]1)=[O:25])([CH3:22])([CH3:21])[CH3:20].C1(P(C2CCCCC2)C2(P(C3CCCCC3)C3CCCCC3)CC=CC=C2C2C=CC=CC=2)CCCCC1.C(=O)([O-])[O-].[Cs+].[Cs+]>C([O-])(=O)C.[Pd+2].C([O-])(=O)C.O1CCOCC1>[C:19]([O:23][C:24]([N:26]1[CH2:32][CH2:31][C:30]2[CH:33]=[CH:34][CH:35]=[CH:36][C:29]=2[CH2:28][CH2:27]1)=[O:25])([CH3:22])([CH3:20])[CH3:21] |f:3.4.5,6.7.8|. Procedure details: To an oven-dried Schlenck flask under an atmosphere of argon was added 2-chloro-8-(2-methoxy-phenyl)-[1,2,4]triazolo[1,5-a]pyridine (0.460 g, 1.77 mmol), 7-amino-1,2,4,5-tetrahydro-3-benzazepine-3-carboxylic acid tert-butyl ester (0.558 g, 2.12 mmol), palladium acetate (0.0875 g, 0.390 mmol), 2,2-bis-dicyclohexylphosphanyl-biphenyl (0.242 g, 0.443 mmol), cesium carbonate (1.44 g, 4.43 mmol), followed by 1,4-dioxane (12.00 mL) and was degassed under an atmosphere of argon for 5 min and heated at ... Starting materials: CN1CCCC1=O, O=Cc1c2ccccc2c(Cl)c2ccccc12, Cl, N#C[Cu], N#N, CN(C)C=O, O, Cl[Pd]Cl, c1ccc(P(c2ccccc2)c2ccccc2)cc1, c1ccc(P(c2ccccc2)c2ccccc2)cc1. Product: N#Cc1c2ccccc2c(C=O)c2ccccc12. Reaction SMILES: [CH3:71][N:72]1[CH2:73][CH2:74][CH2:75][C:76]1=[O:77].[Cl:3][c:4]1[c:5]2[cH:6][cH:7][cH:8][cH:9][c:10]2[c:11]([CH:18]=[O:19])[c:12]2[cH:13][cH:14][cH:15][cH:16][c:17]12.[ClH:23].[Cu:20][C:21]#[N:22].[N:1]#[N:2].[O:66]=[CH:67][N:68]([CH3:69])[CH3:70].[OH2:65].[Pd:24]([Cl:25])[Cl:26].[c:27]1([P:28]([c:29]2[cH:30][cH:31][cH:32][cH:33][cH:34]2)[c:35]2[cH:36][cH:37][cH:38][cH:39][cH:40]2)[cH:41][cH:42][cH:43][cH:44][cH:45]1.[c:46]1([P:47]([c:48]2[cH:49][cH:50][cH:51][cH:52][cH:53]2)[c:54]2[cH:55][cH:56][cH:57][cH:58][cH:59]2)[cH:60][cH:61][cH:62][cH:63][cH:64]1>>[c:4]1([C:21]#[N:22])[c:5]2[cH:6][cH:7][cH:8][cH:9][c:10]2[c:11]([CH:18]=[O:19])[c:12]2[cH:13][cH:14][cH:15][cH:16][c:17]12.